Dataset: the Open Reaction Database (ORD), a public repository of structured organic reaction records. Task: describe an organic reaction: reactants, conditions, products, and yield Reactants: [BH4-], O=C(C(Cc1ccccc1)c1ccccc1)N1CCC(N(Cc2ccnc3ccccc23)C(=O)C(F)(F)F)CC1Cc1ccccc1, [Na+]. Yields the product O=C(C(Cc1ccccc1)c1ccccc1)N1CCC(NCc2ccnc3ccccc23)CC1Cc1ccccc1. RXN SMILES: [BH4-:48].[CH2:1]([c:2]1[cH:3][cH:4][cH:5][cH:6][cH:7]1)[CH:8]1[N:9]([C:32]([CH:33]([CH2:34][c:35]2[cH:36][cH:37][cH:38][cH:39][cH:40]2)[c:41]2[cH:42][cH:43][cH:44][cH:45][cH:46]2)=[O:47])[CH2:10][CH2:11][CH:12]([N:14]([C:15](=[O:16])[C:17]([F:18])([F:19])[F:20])[CH2:21][c:22]2[cH:23][cH:24][n:25][c:26]3[cH:27][cH:28][cH:29][cH:30][c:31]23)[CH2:13]1.[Na+:49]>>[CH2:1]([c:2]1[cH:3][cH:4][cH:5][cH:6][cH:7]1)[CH:8]1[N:9]([C:32]([CH:33]([CH2:34][c:35]2[cH:36][cH:37][cH:38][cH:39][cH:40]2)[c:41]2[cH:42][cH:43][cH:44][cH:45][cH:46]2)=[O:47])[CH2:10][CH2:11][CH:12]([NH:14][CH2:21][c:22]2[cH:23][cH:24][n:25][c:26]3[cH:27][cH:28][cH:29][cH:30][c:31]23)[CH2:13]1. The reactants are C1(C=CC(N1C(CCCCC)N1C(C=CC1=O)=O)=O)=O (Bis-maleimidohexane), C(C)(=O)N[C@@H](CS)C(=O)O (N-acetylcysteine). Solvent: N1=CC=CC=C1 (pyridine). Conditions: temperature 40 celsius, time 24 hour. Yields the product C(C)(=O)NC(CSC(CCCCC)(N1C(CCC1=O)=O)SCC(NC(C)=O)C(=O)O)C(=O)O (Bis-(2-Acetylamino-2-Carboxyethylthio)succinimidyl Hexane). RXN SMILES: C1(=O)N([CH:6]([N:12]2[C:16](=[O:17])[CH:15]=[CH:14][C:13]2=[O:18])[CH2:7][CH2:8][CH2:9][CH2:10][CH3:11])C(=O)C=C1.[C:21]([NH:24][C@H:25]([C:28]([OH:30])=[O:29])[CH2:26][SH:27])(=[O:23])[CH3:22]>N1C=CC=CC=1>[C:21]([NH:24][CH:25]([C:28]([OH:30])=[O:29])[CH2:26][S:27][C:6]([S:27][CH2:26][CH:25]([C:28]([OH:30])=[O:29])[NH:24][C:21](=[O:23])[CH3:22])([N:12]1[C:13](=[O:18])[CH2:14][CH2:15][C:16]1=[O:17])[CH2:7][CH2:8][CH2:9][CH2:10][CH3:11])(=[O:23])[CH3:22]. Reported procedure: Bis-maleimidohexane (0.05 g, 1.81×10−4 mol) and N-acetylcysteine (0.059 g, 3.62×10−4 mol) were dissolved in pyridine (1 ml). The reaction was stirred at 40° C. for 24 h. The solvent was removed in vacuo and the residue was dissolved in ethanol (5 ml) and the solvent removed in vacuo. This procedure was repeated 3 times more. The residue of the title compound weighed 0.1 g. Starting materials: C[Si](C)(C)[N-][Si](C)(C)C.[Li+] (lithium bis(trimethylsilyl)amide), COC1=CC=C(CNC=2SC=CN2)C=C1 (N-(4-methoxybenzyl)thiazol-2-amine), BrC1=NC(=CC2=CC(=CC=C12)S(=O)(=O)OC1=C(C(=C(C(=C1F)F)F)F)F)Cl (perfluorophenyl 1-bromo-3-chloroisoquinoline-6-sulfonate). Run in [Cl-].[NH4+] (ammonium chloride), C1CCOC1 (THF), C1CCOC1 (THF), O (water). Reaction conditions: time 5 minute. The product is BrC1=NC(=CC2=CC(=CC=C12)S(=O)(=O)N(C=1SC=CN1)CC1=CC=C(C=C1)OC)Cl (1-bromo-3-chloro-N-(4-methoxybenzyl)-N-(thiazol-2-yl)isoquinoline-6-sulfonamide). The yield is 93.3%. RXN SMILES: [CH3:1][O:2][C:3]1[CH:15]=[CH:14][C:6]([CH2:7][NH:8][C:9]2[S:10][CH:11]=[CH:12][N:13]=2)=[CH:5][CH:4]=1.C[Si]([N-][Si](C)(C)C)(C)C.[Li+].[Br:26][C:27]1[C:36]2[C:31](=[CH:32][C:33]([S:37](OC3C(F)=C(F)C(F)=C(F)C=3F)(=[O:39])=[O:38])=[CH:34][CH:35]=2)[CH:30]=[C:29]([Cl:52])[N:28]=1>C1COCC1.[Cl-].[NH4+].O>[Br:26][C:27]1[C:36]2[C:31](=[CH:32][C:33]([S:37]([N:8]([CH2:7][C:6]3[CH:5]=[CH:4][C:3]([O:2][CH3:1])=[CH:15][CH:14]=3)[C:9]3[S:10][CH:11]=[CH:12][N:13]=3)(=[O:39])=[O:38])=[CH:34][CH:35]=2)[CH:30]=[C:29]([Cl:52])[N:28]=1 |f:1.2,5.6|. Procedure: A round-bottom flask was charged with N-(4-methoxybenzyl)thiazol-2-amine (238 mg, 1.081 mmol) and THF (4912 μl) to give an opaque solution. The flask was cooled in a dry ice-acetone bath for 5 min to give a milky suspension, then lithium bis(trimethylsilyl)amide (1M in THF) (1081 μl, 1.081 mmol) was added. The flask was removed from the bath for 2 min to give a clear solution, then resubmerged. The mixture appeared to remain a solution. After 5 min, a solution of perfluorophenyl 1-bromo-3-chloro... The reactants are C(C)(=O)OCC (ethyl acetate), NC=1SC=C(N1)C(C(=O)NC1[C@@H]2N(C(=C(CS2)COC)C(=O)[O-])C1=O)=NOC.[Na+] (sodium 7-[2-(2-aminothiazol-4-yl)-2-methoxyiminoacetamido]-3-methoxymethyl-3-cephem-4-carboxylate), FC(C(=O)[O-])(F)F (trifluoroacetate), C(C(C)(C)C)(=O)OCI (iodomethyl pivalate). Run in CC(=O)N(C)C (dimethylacetamide). The product is NC=1SC=C(N1)C(C(=O)NC1[C@@H]2N(C(=C(CS2)COC)C(=O)OCOC(C(C)(C)C)=O)C1=O)=NOC (Pivaloyloxymethyl 7-[2-(2-aminothiazol-4-yl)-2-methoxyiminoacetamido]-3-methoxymethyl-3-cephem-4-carboxylate). Yield: 90.4%. RXN SMILES: [NH2:1][C:2]1[S:3][CH:4]=[C:5]([C:7](=[N:26][O:27][CH3:28])[C:8]([NH:10][CH:11]2[C:24](=[O:25])[N:13]3[C:14]([C:21]([O-:23])=[O:22])=[C:15]([CH2:18][O:19][CH3:20])[CH2:16][S:17][C@H:12]23)=[O:9])[N:6]=1.[Na+].FC(F)(F)C([O-])=O.[C:37]([O:43][CH2:44]I)(=[O:42])[C:38]([CH3:41])([CH3:40])[CH3:39].C(OCC)(=O)C>CC(N(C)C)=O>[NH2:1][C:2]1[S:3][CH:4]=[C:5]([C:7](=[N:26][O:27][CH3:28])[C:8]([NH:10][CH:11]2[C:24](=[O:25])[N:13]3[C:14]([C:21]([O:23][CH2:44][O:43][C:37](=[O:42])[C:38]([CH3:41])([CH3:40])[CH3:39])=[O:22])=[C:15]([CH2:18][O:19][CH3:20])[CH2:16][S:17][C@H:12]23)=[O:9])[N:6]=1 |f:0.1|. Procedure: To a solution of 45 mg of sodium 7-[2-(2-aminothiazol-4-yl)-2-methoxyiminoacetamido]-3-methoxymethyl-3-cephem-4-carboxylate (prepared from the corresponding trifluoroacetate) in 1 ml of dimethylacetamide were added, at -15° C., 27 mg of iodomethyl pivalate and the mixture was allowed to react for 15 minutes. At the end of this time, 20 ml of ethyl acetate were added to the reaction mixture, and the mixture was washed, in turn, with water, an aqueous solution of potassium bisulphate and an aqueou... The reactants are [N-]=[N+]=[N-].[Na+] (Sodium azide), COC([C@@H]1N(C[C@@H](C1)OS(=O)(=O)C1=CC=C(C=C1)C)C(=O)OC(C)(C)C)=O (N-tert-butoxycarbonyl-cis-4-(p-toluenesulfonyloxy)-D-proline methyl ester), O (water). Run in CN(C=O)C (N,N-dimethylformamide). Run at temperature 85 celsius, time 1 hour. The product is COC([C@@H]1N(C[C@H](C1)N=[N+]=[N-])C(=O)OC(C)(C)C)=O (trans-4-Azido-N-tert-Butoxycarbonyl-D-Proline Methyl Ester). The yield is 93.2%. RXN SMILES: [N-:1]=[N+:2]=[N-:3].[Na+].[CH3:5][O:6][C:7](=[O:31])[C@H:8]1[CH2:12][C@@H:11](OS(C2C=CC(C)=CC=2)(=O)=O)[CH2:10][N:9]1[C:24]([O:26][C:27]([CH3:30])([CH3:29])[CH3:28])=[O:25].O>CN(C)C=O>[CH3:5][O:6][C:7](=[O:31])[C@H:8]1[CH2:12][C@H:11]([N:1]=[N+:2]=[N-:3])[CH2:10][N:9]1[C:24]([O:26][C:27]([CH3:29])([CH3:28])[CH3:30])=[O:25] |f:0.1|. Reported procedure: Sodium azide (515 mg) was added to a stirred solution of N-tert-butoxycarbonyl-cis-4-(p-toluenesulfonyloxy)-D-proline methyl ester (B, 1.65 g) in N,N-dimethylformamide (10 mL)-water (2 mL). After stirring at 80-90° C. for 1 hr, the solvents were removed in vacuo. The residue was diluted with ethyl acetate and washed with water and brine. The organic layer was dried over anhydrous sodium sulfate and evaporated in vacuo to give the title compound (1.04 g) as a colorless oil.